From a dataset of the Open Reaction Database (ORD), a public repository of structured organic reaction records. describe an organic reaction: reactants, conditions, products, and yield The reactants are C1(=CC=CC=C1)C=1OC(=C(N1)C(=O)NC1=CC=C(C=C1)N1CCC(CC1)C(=O)O)C(F)(F)F (1-{4-[(2-phenyl-5-trifluoromethyl-oxazole-4-carbonyl)-amino]-phenyl}-piperidine-4-carboxylic acid), C(C)OC(=O)C1CNCCC1 (piperidine-3-carboxylic acid ethyl ester). Reported procedure: This compound was prepared from 1-{4-[(2-phenyl-5-trifluoromethyl-oxazole-4-carbonyl)-amino]-phenyl}-piperidine-4-carboxylic acid and piperidine-3-carboxylic acid ethyl ester using the same method describer in earlier example. LC-MS showed a single peak with a retention time of 3.62 min. LRMS calcd for C31H33F3N4O5 (M+H) 599.24, obsd 599.2 The product is C(C)OC(=O)C1CN(CCC1)C(=O)C1CCN(CC1)C1=CC=C(C=C1)NC(=O)C=1N=C(OC1C(F)(F)F)C1=CC=CC=C1 (1-(1-{4-[(2-phenyl-5-trifluoromethyl-oxazole-4-carbonyl)-amino]-phenyl}-piperidine-4-carbonyl)-piperidine-3-carboxylic acid ethyl ester). As a reaction SMILES: [C:1]1([C:7]2[O:8][C:9]([C:30]([F:33])([F:32])[F:31])=[C:10]([C:12]([NH:14][C:15]3[CH:20]=[CH:19][C:18]([N:21]4[CH2:26][CH2:25][CH:24]([C:27](O)=[O:28])[CH2:23][CH2:22]4)=[CH:17][CH:16]=3)=[O:13])[N:11]=2)[CH:6]=[CH:5][CH:4]=[CH:3][CH:2]=1.[CH2:34]([O:36][C:37]([CH:39]1[CH2:44][CH2:43][CH2:42][NH:41][CH2:40]1)=[O:38])[CH3:35]>>[CH2:34]([O:36][C:37]([CH:39]1[CH2:44][CH2:43][CH2:42][N:41]([C:27]([CH:24]2[CH2:25][CH2:26][N:21]([C:18]3[CH:17]=[CH:16][C:15]([NH:14][C:12]([C:10]4[N:11]=[C:7]([C:1]5[CH:6]=[CH:5][CH:4]=[CH:3][CH:2]=5)[O:8][C:9]=4[C:30]([F:32])([F:31])[F:33])=[O:13])=[CH:20][CH:19]=3)[CH2:22][CH2:23]2)=[O:28])[CH2:40]1)=[O:38])[CH3:35]. Product: CC(C)Oc1ccc(-c2nc(-c3ccc4c(c3)CCN(CC(=O)O)CC4)no2)cc1C#N. Reactants: CCOC(=O)CN1CCc2ccc(-c3noc(-c4ccc(OC(C)C)c(C#N)c4)n3)cc2CC1, CCO, CCOC(C)=O, [Na+], [OH-]. Reaction SMILES: [C:1](#[N:2])[c:3]1[cH:4][c:5](-[c:13]2[n:14][c:15](-[c:18]3[cH:19][c:20]4[c:21]([cH:33][cH:34]3)[CH2:22][CH2:23][N:24]([CH2:27][C:28](=[O:29])[O:30][CH2:31][CH3:32])[CH2:25][CH2:26]4)[n:16][o:17]2)[cH:6][cH:7][c:8]1[O:9][CH:10]([CH3:11])[CH3:12].[CH3:37][CH2:38][OH:39].[CH3:40][CH2:41][O:42][C:43]([CH3:44])=[O:45].[Na+:36].[OH-:35]>>[C:1](#[N:2])[c:3]1[cH:4][c:5](-[c:13]2[n:14][c:15](-[c:18]3[cH:19][c:20]4[c:21]([cH:33][cH:34]3)[CH2:22][CH2:23][N:24]([CH2:27][C:28](=[O:29])[OH:30])[CH2:25][CH2:26]4)[n:16][o:17]2)[cH:6][cH:7][c:8]1[O:9][CH:10]([CH3:11])[CH3:12]. The reactants are CCC(=O)Cl, ClC(Cl)Cl, CN(C)S(=O)(=O)c1cc(-c2csc(=Nc3ccc(O)cc3)n2C)ccc1Cl, c1ccncc1. The product is CCC(=O)Oc1ccc(N=c2scc(-c3ccc(Cl)c(S(=O)(=O)N(C)C)c3)n2C)cc1. As a reaction SMILES: [C:28]([CH2:29][CH3:30])(=[O:31])[Cl:32].[CH:39]([Cl:40])([Cl:41])[Cl:42].[Cl:1][c:2]1[c:3]([S:22]([N:23]([CH3:24])[CH3:25])(=[O:26])=[O:27])[cH:4][c:5](-[c:8]2[n:9]([CH3:21])[c:10](=[N:13][c:14]3[cH:15][cH:16][c:17]([OH:20])[cH:18][cH:19]3)[s:11][cH:12]2)[cH:6][cH:7]1.[cH:33]1[cH:34][cH:35][n:36][cH:37][cH:38]1>>[Cl:1][c:2]1[c:3]([S:22]([N:23]([CH3:24])[CH3:25])(=[O:26])=[O:27])[cH:4][c:5](-[c:8]2[n:9]([CH3:21])[c:10](=[N:13][c:14]3[cH:15][cH:16][c:17]([O:20][C:28]([CH2:29][CH3:30])=[O:31])[cH:18][cH:19]3)[s:11][cH:12]2)[cH:6][cH:7]1. Starting materials: C(=O)(O)C12CCC(CC1)(CC2)NCC(=O)N2[C@@H](C[C@@H](C2)F)C#N ((2S,4S)-1-[[N-(4-carboxybicyclo[2.2.2]oct-1-yl)amino]acetyl]-4-fluoropyrrolidine-2-carbonitrile), NC1=CC=C(C=C)C=C1 (4-aminostyrene). Product: F[C@H]1C[C@H](N(C1)C(CNC12CCC(CC1)(CC2)C(=O)NC2=CC=C(C=C2)C=C)=O)C#N ((2S,4S)-4-fluoro-1-[[N-[4-[N-(4-vinylphenyl)amino]carbonylbicyclo[2.2.2]oct-1-yl]amino]acetyl]pyrrolidine-2-carbonitrile). Yield: 20.0%. As a reaction SMILES: [C:1]([C:4]12[CH2:11][CH2:10][C:7]([NH:12][CH2:13][C:14]([N:16]3[CH2:20][C@@H:19]([F:21])[CH2:18][C@H:17]3[C:22]#[N:23])=[O:15])([CH2:8][CH2:9]1)[CH2:6][CH2:5]2)(O)=[O:2].[NH2:24][C:25]1[CH:32]=[CH:31][C:28]([CH:29]=[CH2:30])=[CH:27][CH:26]=1>>[F:21][C@@H:19]1[CH2:20][N:16]([C:14](=[O:15])[CH2:13][NH:12][C:7]23[CH2:6][CH2:5][C:4]([C:1]([NH:24][C:25]4[CH:32]=[CH:31][C:28]([CH:29]=[CH2:30])=[CH:27][CH:26]=4)=[O:2])([CH2:9][CH2:8]2)[CH2:11][CH2:10]3)[C@H:17]([C:22]#[N:23])[CH2:18]1. Reported procedure: In a similar manner to Example 63, (2S,4S)-1-[[N-(4-carboxybicyclo[2.2.2]oct-1-yl)amino]acetyl]-4-fluoropyrrolidine-2-carbonitrile (50.0 mg) and 4-aminostyrene (46.0 mg) were used to obtain (2S,4S)-4-fluoro-1-[[N-[4-[N-(4-vinylphenyl)amino]carbonylbicyclo[2.2.2]oct-1-yl]amino]acetyl]pyrrolidine-2-carbonitrile (13.1 mg). Starting materials: C(C=CC1=CC=CC=C1)(=O)Cl (cinnamoyl chloride), C1(=CC=CC=C1)S (thiophenol), N1=CC=CC=C1 (pyridine), ClCCl (dichloromethane), ClCCl (dichloromethane). Reaction conditions: time 18 hour. Product: C(C=CC1=CC=CC=C1)(=O)SC1=CC=C(C=C1)Cl (S-(4-Chlorophenyl) Thiocinnamate). Isolated yield 96.0%. Reaction SMILES: [C:1](Cl)(=[O:10])[CH:2]=[CH:3][C:4]1[CH:9]=[CH:8][CH:7]=[CH:6][CH:5]=1.[C:12]1([SH:18])[CH:17]=[CH:16][CH:15]=[CH:14][CH:13]=1.N1C=CC=CC=1.[Cl:25]CCl>>[C:1]([S:18][C:12]1[CH:17]=[CH:16][C:15]([Cl:25])=[CH:14][CH:13]=1)(=[O:10])[CH:2]=[CH:3][C:4]1[CH:9]=[CH:8][CH:7]=[CH:6][CH:5]=1. Procedure: A solution of cinnamoyl chloride (26.0 g, 156.3 mmol) in dichloromethane (100 mL) was added to a solution of thiophenol (22.6 g, 156.3 mmol) and pyridine (12.6 mL) in dichloromethane (200 mL) in an ice-water bath. After 18 hours at room temperature, the reaction mixture was washed with dilute hydrochloric acid (100 mL, 1N), brine (100 mL), dried (MgSO4) and was concentrated to afford 41.0 g (96%) of the desired thioester as a crystalline solid. Starting materials: CC1=CN=CC(=N1)N1C[C@@H]2CCNC[C@H]12 ((1R,6S)-8-(6-methylpyrazin-2-yl)-3,8-diazabicyclo[4.2.0]octane), FC1=C(C(=O)O)C(=CC=C1)N1N=CC=N1 (2-fluoro-6-[1,2,3]triazol-2-yl-benzoic acid), S1C(=CC=C1)C1=C(C(=O)O)C=CC=C1 (2-thiophen-2-yl-benzoic acid), CC1=NC(=NC(=C1)C)N1C[C@@H]2CCNC[C@H]12 ((1R,6S)8-(4,6-dimethyl-pyrimidin-2-yl)-3,8-diaza-bicyclo[4.2.0]octane), FC1=C(C(=O)O)C(=CC=C1)N1N=CC=N1 (2-fluoro-6-[1,2,3]triazol-2-yl-benzoic acid). Run in C(Cl)Cl (DCM). Product: FC1=C(C(=CC=C1)N1N=CC=N1)C(=O)N1C[C@@H]2N(C[C@@H]2CC1)C1=NC(=CN=C1)C ((1R,6S)-3-{[2-Fluoro-6-(2H-1,2,3-triazol-2-yl)phenyl]carbonyl}-8-(6-methylpyrazin-2-yl)-3,8-diazabicyclo[4.2.0]octane). As a reaction SMILES: [CH3:1][C:2]1[N:7]=[C:6]([N:8]2[C@@H:15]3[C@@H:10]([CH2:11][CH2:12][NH:13][CH2:14]3)[CH2:9]2)[CH:5]=[N:4][CH:3]=1.CC1C=C(C)N=C(N2[C@@H]3[C@@H](CCNC3)C2)N=1.[F:32][C:33]1[CH:41]=[CH:40][CH:39]=[C:38]([N:42]2[N:46]=[CH:45][CH:44]=[N:43]2)[C:34]=1[C:35](O)=[O:36].S1C=CC=C1C1C=CC=CC=1C(O)=O>C(Cl)Cl>[F:32][C:33]1[CH:41]=[CH:40][CH:39]=[C:38]([N:42]2[N:46]=[CH:45][CH:44]=[N:43]2)[C:34]=1[C:35]([N:13]1[CH2:12][CH2:11][C@@H:10]2[C@@H:15]([N:8]([C:6]3[CH:5]=[N:4][CH:3]=[C:2]([CH3:1])[N:7]=3)[CH2:9]2)[CH2:14]1)=[O:36]. Reported procedure: The title compound was prepared in a manner analogous to Example 1, substituting (1R,6S)-8-(6-methylpyrazin-2-yl)-3,8-diazabicyclo[4.2.0]octane (Intermediate 30) for (1R,6S)8-(4,6-dimethyl-pyrimidin-2-yl)-3,8-diaza-bicyclo[4.2.0]octane and 2-fluoro-6-[1,2,3]triazol-2-yl-benzoic acid (Intermediate 15) for 2-thiophen-2-yl-benzoic acid. DCM was used in place of DMF. MS (ESI) mass calcd. For C20H21N7O, 375.44; m/z found 376.1 [M+H]+. 1H NMR (CD3OD): 8.08-7.75 (m, 3H), 7.68-7.37 (m, 4H), 7.33-6.82 (m...